Dataset: the Open Reaction Database (ORD), a public repository of structured organic reaction records. Task: describe an organic reaction: reactants, conditions, products, and yield Starting materials: O (water), ClC1=CC=C2C=CC(=NC2=N1)NC(C1=C(C=CC(=C1)Cl)C(Cl)Cl)=O (7-chloro-2-(5-chloro-2-dichloromethyl-benzoylamino)-1,8-naphthyridine), O (water). The reagents and catalysts are [N+](=O)([O-])[O-].[Ag+] (silver nitrate). Run in CN(C=O)C (dimethylformamide). Run at temperature 110 celsius. The product is ClC1=CC=C2C(N(C(C2=C1)=O)C1=NC2=NC(=CC=C2C=C1)Cl)O (6-chloro-2-(7-chloro-1,8-naphthyridin-2-yl)-3-hydroxy-1-isoindolinone). Reaction SMILES: [Cl:1][C:2]1[N:11]=[C:10]2[C:5]([CH:6]=[CH:7][C:8]([NH:12][C:13](=[O:24])[C:14]3[CH:19]=[C:18]([Cl:20])[CH:17]=[CH:16][C:15]=3[CH:21](Cl)Cl)=[N:9]2)=[CH:4][CH:3]=1.[OH2:25]>CN(C)C=O.[N+]([O-])([O-])=O.[Ag+]>[Cl:20][C:18]1[CH:19]=[C:14]2[C:15]([CH:21]([OH:25])[N:12]([C:8]3[CH:7]=[CH:6][C:5]4[C:10](=[N:11][C:2]([Cl:1])=[CH:3][CH:4]=4)[N:9]=3)[C:13]2=[O:24])=[CH:16][CH:17]=1 |f:3.4|. Procedure: A solution of silver nitrate (12.1 g.) in water (50 cc.) is added to a solution of 7-chloro-2-(5-chloro-2-dichloromethyl-benzoylamino)-1,8-naphthyridine (9.5 g.) in dimethylformamide (300 cc.) heated to a temperature of about 110° C. The reaction mixture is further heated to a temperature of about 110° C for 20 minutes and the suspension obtained is filtered hot. The filtrate obtained is poured into water (500 cc.) and the product which precipitates is filtered off. Recrystallisation from dimeth... The reactants are [N+](=O)([O-])C1=C(C=CC=C1OCC1=CC=CC=C1)CC(C(=O)O)=O (2-nitro-3-benzyloxyphenylpyruvic acid). Reagents/catalysts: [Pd] (palladium on carbon). Solvent: C(C)(=O)O (acetic acid). Conditions: temperature 220 celsius, time 30 minute. Yields the product OC=1C=CC=C2C=CNC12 (7-Hydroxyindole). As a reaction SMILES: [N+:1]([C:4]1[C:9]([O:10]CC2C=CC=CC=2)=[CH:8][CH:7]=[CH:6][C:5]=1[CH2:18][C:19](=O)C(O)=O)([O-])=O>[Pd].C(O)(=O)C>[OH:10][C:9]1[CH:8]=[CH:7][CH:6]=[C:5]2[C:4]=1[NH:1][CH:19]=[CH:18]2. Reported procedure: Reaction of 2-nitro-3-benzyloxyphenylpyruvic acid (2 g.) with 10% palladium on carbon (2 g.) in acetic acid under hydrogen atmosphere is complete in 30 minutes. The mixture is filtered and the solvent is removed in vacuo. The remaining material is dissolved in glycerol and heated at 220° C. for 20 minutes. The desired product is obtained by sublimation under high vacuum.